This data is from the Open Reaction Database (ORD), a public repository of structured organic reaction records. The task is: describe an organic reaction: reactants, conditions, products, and yield Reactants: ClC=1C=C(C=C(C1OC(C(F)F)(F)F)Cl)O (3,5-dichloro-4-(1,1,2,2-tetrafluoroethoxy)phenol), C([O-])([O-])=O.[K+].[K+] (potassium carbonate), ice water, crude product, ClC(=CCCl)Cl (1,1,3-trichloro-1-propene). Solvent: CN(C=O)C (N,N-dimethylformamide), CN(C=O)C (N,N-dimethylformamide). Conditions: time 5 hour. The product is ClC=1C=C(C=C(C1OC(C(F)F)(F)F)Cl)OCC=C(Cl)Cl (3,5-dichloro-4-(1,1,2,2-tetrafluoroethoxy)-1-(3,3-dichloro-2-propenyloxy)benzene). The yield is 75.5%. RXN SMILES: [Cl:1][C:2]1[CH:3]=[C:4]([OH:16])[CH:5]=[C:6]([Cl:15])[C:7]=1[O:8][C:9]([F:14])([F:13])[CH:10]([F:12])[F:11].C(=O)([O-])[O-].[K+].[K+].[Cl:23][C:24]([Cl:28])=[CH:25][CH2:26]Cl>CN(C)C=O>[Cl:1][C:2]1[CH:3]=[C:4]([O:16][CH2:26][CH:25]=[C:24]([Cl:28])[Cl:23])[CH:5]=[C:6]([Cl:15])[C:7]=1[O:8][C:9]([F:14])([F:13])[CH:10]([F:12])[F:11] |f:1.2.3|. Reported procedure: To a mixture of 600 mg of 3,5-dichloro-4-(1,1,2,2-tetrafluoroethoxy)phenol, 330 mg of potassium carbonate and 10 ml of N,N-dimethylformamide was added dropwise a solution of 340 mg of 1,1,3-trichloro-1-propene dissolved in 3 ml of N,N-dimethylformamide, while stirring at room temperature. After stirring continued at room temperature for 5 hours, the reaction mixture was poured into ice-water, and extracted twice with 40 ml of diethyl ether. The combined ether layer was washed with water, dried w...